From a dataset of the Open Reaction Database (ORD), a public repository of structured organic reaction records. describe an organic reaction: reactants, conditions, products, and yield Reactants: BrB(Br)Br, COc1ccccc1-c1nc(Cl)c2cc(F)ccc2n1, ClCCl, [Na+], O=C([O-])O. The product is Oc1ccccc1-c1nc(Cl)c2cc(F)ccc2n1. Reaction SMILES: [B:21]([Br:22])([Br:23])[Br:24].[Cl:1][c:2]1[n:3][c:4](-[c:13]2[c:14]([O:19][CH3:20])[cH:15][cH:16][cH:17][cH:18]2)[n:5][c:6]2[cH:7][cH:8][c:9]([F:12])[cH:10][c:11]12.[Cl:30][CH2:31][Cl:32].[Na+:29].[O-:25][C:26]([OH:27])=[O:28]>>[Cl:1][c:2]1[n:3][c:4](-[c:13]2[c:14]([OH:19])[cH:15][cH:16][cH:17][cH:18]2)[n:5][c:6]2[cH:7][cH:8][c:9]([F:12])[cH:10][c:11]12. The reactants are ClC=1C=NC=C(C1NC1=NC2=C(N1C)C=1CC(OC1C(=C2)C(=O)O)(C)C)Cl (2-((3,5-dichloropyridin-4-yl)amino)-1,7,7-trimethyl-7,8-dihydro-1H-benzofuro[4,5-d]imidazole-5-carboxylic acid), CN(C)C=O (DMF), C1(CC1)CN (cyclopropylmethanamine), CN(C)C(=[N+](C)C)ON1C2=C(C=CC=C2)N=N1.[B-](F)(F)(F)F (TBTU). The solvent is C1CCOC1 (THF). Product: C1(CC1)CNC(=O)C1=CC2=C(N(C(=N2)NC2=C(C=NC=C2Cl)Cl)C)C=2CC(OC21)(C)C (N-(Cyclopropylmethyl)-2-((3,5-dichloropyridin-4-yl)amino)-1,7,7-trimethyl-7,8-dihydro-1H-benzofuro[4,5-d]imidazole-5-carboxamide). The yield is 18.6%. RXN SMILES: [Cl:1][C:2]1[CH:3]=[N:4][CH:5]=[C:6]([Cl:27])[C:7]=1[NH:8][C:9]1[N:13]([CH3:14])[C:12]2[C:15]3[CH2:16][C:17]([CH3:26])([CH3:25])[O:18][C:19]=3[C:20]([C:22]([OH:24])=O)=[CH:21][C:11]=2[N:10]=1.[CH:28]1([CH2:31][NH2:32])[CH2:30][CH2:29]1.CN(C(ON1N=NC2C=CC=CC1=2)=[N+](C)C)C.[B-](F)(F)(F)F.CN(C=O)C>C1COCC1>[CH:28]1([CH2:31][NH:32][C:22]([C:20]2[C:19]3[O:18][C:17]([CH3:26])([CH3:25])[CH2:16][C:15]=3[C:12]3[N:13]([CH3:14])[C:9]([NH:8][C:7]4[C:2]([Cl:1])=[CH:3][N:4]=[CH:5][C:6]=4[Cl:27])=[N:10][C:11]=3[CH:21]=2)=[O:24])[CH2:30][CH2:29]1 |f:2.3|. Procedure: The title compound was prepared following the procedure described for Example-1 by using 2-((3,5-dichloropyridin-4-yl)amino)-1,7,7-trimethyl-7,8-dihydro-1H-benzofuro[4,5-d]imidazole-5-carboxylic acid (Intermediate-61, 0.100 g, 0.245 mmol), cyclopropylmethanamine (0.025 g, 0.363 mmol), TBTU (0.157 g, 0.49 mmol), DMF (5 mL), THF (3 mL) to afford 0.021 g of the desired product. 1HNMR (DMSO-d6): δ 0.22 (d, J=4.2 Hz, 2H), 0.44 (d, J=6.6 Hz, 2H), 1.02 (m, 1H), 1.54 (s, 6H), 3.19 (m, 2H), 3.44 (s, 2H),... The reactants are C1CCOC1, COC(=O)c1cc(NC(=O)OCc2cc3cc(-c4ccccc4)ccc3o2)cc(-c2ccccc2)c1, [Li+], [OH-]. Yields the product O=C(Nc1cc(C(=O)O)cc(-c2ccccc2)c1)OCc1cc2cc(-c3ccccc3)ccc2o1. Reaction SMILES: [CH2:39]1[O:40][CH2:41][CH2:42][CH2:43]1.[CH3:1][O:2][C:3](=[O:4])[c:5]1[cH:6][c:7](-[c:31]2[cH:32][cH:33][cH:34][cH:35][cH:36]2)[cH:8][c:9]([NH:11][C:12](=[O:13])[O:14][CH2:15][c:16]2[o:17][c:18]3[c:19]([cH:20]2)[cH:21][c:22](-[c:25]2[cH:26][cH:27][cH:28][cH:29][cH:30]2)[cH:23][cH:24]3)[cH:10]1.[Li+:38].[OH-:37]>>[O:2]=[C:3]([OH:4])[c:5]1[cH:6][c:7](-[c:31]2[cH:32][cH:33][cH:34][cH:35][cH:36]2)[cH:8][c:9]([NH:11][C:12](=[O:13])[O:14][CH2:15][c:16]2[o:17][c:18]3[c:19]([cH:20]2)[cH:21][c:22](-[c:25]2[cH:26][cH:27][cH:28][cH:29][cH:30]2)[cH:23][cH:24]3)[cH:10]1. Reactants: C1(CC1)N (cyclopropylamine), ClC1=NC(=NC(=C1C#N)Cl)NCC (4,6-dichloro-2-ethylamino-5-pyrimidinecarbonitrile), C(C)(C)N (isopropylamine). Reaction SMILES: [CH:1]1([NH2:4])[CH2:3][CH2:2]1.Cl[C:6]1[C:11]([C:12]#[N:13])=[C:10]([Cl:14])[N:9]=[C:8]([NH:15][CH2:16][CH3:17])[N:7]=1.[CH:18](N)(C)[CH3:19]>>[Cl:14][C:10]1[C:11]([C:12]#[N:13])=[C:6]([NH:4][CH:1]2[CH2:3][CH2:2]2)[N:7]=[C:8]([NH:15][CH:16]([CH3:17])[CH2:18][CH3:19])[N:9]=1. Procedure: 4-Chloro-6-cyclopropylamino-2-(1-methylpropylamino)-5-pyrimidinecarbonitrile was prepared by the method of Example XVII, substituting 4,6-dichloro-2-(1-methylpropylamino)-5-pyrimidinecarbonitrile and cyclopropylamine for 4,6-dichloro-2-ethylamino-5-pyrimidinecarbonitrile and isopropylamine. The reaction product was recrystallized from methylcyclohexane to give 4-chloro-6-cyclopropylamino-2-(1-methylpropylamino)-5-pyrimidinecarbonitrile; mp, 112°-114°. Yields the product ClC1=NC(=NC(=C1C#N)NC1CC1)NC(CC)C (4-chloro-6-cyclopropylamino-2-(1-methylpropylamino)-5-pyrimidinecarbonitrile).